From a dataset of the Open Reaction Database (ORD), a public repository of structured organic reaction records. describe an organic reaction: reactants, conditions, products, and yield The reactants are C1CCOC1, COC(=O)c1cn(C)c2cc(C3=CCC(O[Si](C)(C)C(C)(C)C)CC3)ccc12. Product: COC(=O)c1cn(C)c2cc(C3=CCC(O)CC3)ccc12. RXN SMILES: [CH2:29]1[O:30][CH2:31][CH2:32][CH2:33]1.[CH3:1][O:2][C:3](=[O:4])[c:5]1[cH:6][n:7]([CH3:28])[c:8]2[cH:9][c:10]([C:14]3=[CH:15][CH2:16][CH:17]([O:20][Si:21]([C:22]([CH3:23])([CH3:24])[CH3:25])([CH3:26])[CH3:27])[CH2:18][CH2:19]3)[cH:11][cH:12][c:13]12>>[CH3:1][O:2][C:3](=[O:4])[c:5]1[cH:6][n:7]([CH3:28])[c:8]2[cH:9][c:10]([C:14]3=[CH:15][CH2:16][CH:17]([OH:20])[CH2:18][CH2:19]3)[cH:11][cH:12][c:13]12.